This data is from the Open Reaction Database (ORD), a public repository of structured organic reaction records. The task is: describe an organic reaction: reactants, conditions, products, and yield The reactants are COC([O-])=O.C(C)[N+](C)(CC)CC (triethylmethylammonium methylcarbonate), aqueous solution, F[B-](F)(F)F.[H+] (fluoroboric acid). Yields the product F[B-](F)(F)F.C(C)[N+](C)(CC)CC (triethylmethylammonium tetrafluoroborate). Reaction SMILES: COC(=O)[O-].[CH2:6]([N+:8]([CH2:12][CH3:13])([CH2:10][CH3:11])[CH3:9])[CH3:7].[F:14][B-:15]([F:18])([F:17])[F:16].[H+]>>[F:14][B-:15]([F:18])([F:17])[F:16].[CH2:6]([N+:8]([CH2:12][CH3:13])([CH2:10][CH3:11])[CH3:9])[CH3:7] |f:0.1,2.3,4.5|. Reported procedure: Next, the reaction solution of triethylmethylammonium methylcarbonate was reacted with 42% aqueous solution of fluoroboric acid at room temperature to obtain a reaction solution of triethylmethylammonium tetrafluoroborate. Then, the reaction solution of triethylmethylammonium tetrafluoroborate was added to n-butanol and subjected to rectification to remove methanol, dimethyl carbonate and water to obtain a tank bottom liquid containing crude triethylmethylammonium tetrafluoroborate. Then, the cr... The reactants are NC(CCCNC(=N)N)C(=O)C=1SC2=C(N1)C=CC=C2 (N-(4-amino-5-benzothiazol-2-yl-5-oxo-pentyl)-guanidine), C(C)(=O)N1C(CC(C1)O)C(=O)O (1-acetyl-4-hydroxy-pyrrolidine-2-carboxylic acid). The solvent is O (water), C1CCOC1 (THF). The product is C(C)(C)N=C=NC(C)C (N,N′-diisopropyl carbodiimide). Reaction SMILES: NC(C([C:12]1S[C:14]2C=CC=[CH:17][C:15]=2[N:16]=1)=O)CCCNC(N)=N.C([N:24]1CC(O)[CH2:26][CH:25]1[C:30](O)=O)(=O)C>C1COCC1.O>[CH:25]([N:24]=[C:12]=[N:16][CH:15]([CH3:14])[CH3:17])([CH3:30])[CH3:26]. Procedure details: A solid mixture of N-(4-amino-5-benzothiazol-2-yl-5-oxo-pentyl)-guanidine (0.24 g, 0.83 mmol) and 1-acetyl-4-hydroxy-pyrrolidine-2-carboxylic acid (0.14 g, 0.83 mmol) was dissolved in THF (10 mL) and water (2 mL). To the reaction mixture was then added N,N′-diisopropyl carbodiimide to yield a reaction mixture of pH 1.8 at 0° C. The pH of the reaction mixture was adjusted to about 5.5 with 8% NaHCO3. The reaction mixture was stirred at ambient temperature for 4 hours. The title compound was detec... The reactants are [Si](C)(C)(C)I (TMSI), FC1(OC2=C(O1)C=CC(=C2)C2(CC2)C(=O)NC2=CC(=CC(=N2)C=2C(=NC=C(C2)C)OC)C)F (1-(2,2-difluorobenzo[d][1,3]dioxol-5-yl)-N-(2′-methoxy-4,5′-dimethyl-2,3′-bipyridin-6-yl)cyclopropanecarboxamide), CO (MeOH). Run in CC#N (CH3CN). Run at temperature 50 celsius, time 30 minute. Yields the product FC1(OC2=C(O1)C=CC(=C2)C2(CC2)C(=O)NC2=CC(=CC(=N2)C=2C(=NC=C(C2)C)O)C)F (1-(2,2-difluorobenzo[d][1,3]dioxol-5-yl)-N-(2′-hydroxy-4,5′-dimethyl-2,3′-bipyridin-6-yl)cyclopropanecarboxamide). Isolated yield 94.1%. RXN SMILES: [F:1][C:2]1([F:33])[O:6][C:5]2[CH:7]=[CH:8][C:9]([C:11]3([C:14]([NH:16][C:17]4[N:22]=[C:21]([C:23]5[C:24]([O:30]C)=[N:25][CH:26]=[C:27]([CH3:29])[CH:28]=5)[CH:20]=[C:19]([CH3:32])[CH:18]=4)=[O:15])[CH2:13][CH2:12]3)=[CH:10][C:4]=2[O:3]1.[Si](I)(C)(C)C.CO>CC#N>[F:33][C:2]1([F:1])[O:6][C:5]2[CH:7]=[CH:8][C:9]([C:11]3([C:14]([NH:16][C:17]4[N:22]=[C:21]([C:23]5[C:24]([OH:30])=[N:25][CH:26]=[C:27]([CH3:29])[CH:28]=5)[CH:20]=[C:19]([CH3:32])[CH:18]=4)=[O:15])[CH2:13][CH2:12]3)=[CH:10][C:4]=2[O:3]1. Reported procedure: To a suspension of 1-(2,2-difluorobenzo[d][1,3]dioxol-5-yl)-N-(2′-methoxy-4,5′-dimethyl-2,3′-bipyridin-6-yl)cyclopropanecarboxamide (70 mg, 0.15 mmol) in CH3CN (3 mL) was added TMSI (44 uL, 0.30 mmol) dropwise at 20° C. The reaction was stirred at 50° C. for 30 min. MeOH (1.0 mL) was added and the solution was re-partitioned between EtOAc and H2O, washed with NaHSO3 (2×), brine, dried over MgSO4 and evaporated to dryness to yield a white solid. The crude material was further purified by column c... The reactants are CC(=O)O, C1CCNCC1, O=Cc1ccc(Cl)nc1, [Na+], O=C([O-])O, CCOC(=O)CC(=O)c1ccccc1, c1ccccc1. Product: CCOC(=O)C(=Cc1ccc(Cl)nc1)C(=O)c1ccccc1. RXN SMILES: [C:24]([OH:25])(=[O:26])[CH3:27].[CH2:28]1[CH2:29][CH2:30][NH:31][CH2:32][CH2:33]1.[Cl:1][c:2]1[n:3][cH:4][c:5]([CH:6]=[O:7])[cH:8][cH:9]1.[Na+:44].[O-:40][C:41]([OH:42])=[O:43].[O:10]=[C:11]([CH2:12][C:13](=[O:14])[O:15][CH2:16][CH3:17])[c:18]1[cH:19][cH:20][cH:21][cH:22][cH:23]1.[cH:34]1[cH:35][cH:36][cH:37][cH:38][cH:39]1>>[Cl:1][c:2]1[n:3][cH:4][c:5]([CH:6]=[C:12]([C:11](=[O:10])[c:18]2[cH:19][cH:20][cH:21][cH:22][cH:23]2)[C:13](=[O:14])[O:15][CH2:16][CH3:17])[cH:8][cH:9]1.